This data is from the Open Reaction Database (ORD), a public repository of structured organic reaction records. The task is: describe an organic reaction: reactants, conditions, products, and yield Reactants: OCCCCCCCCCCC1=C(C=CC(=C1)CCCCCCC)O (2-(10-Hydroxydecyl)-4-heptylphenol), C(C(=C)C)(=O)Cl (methacryloyl chloride). The solvent is N1=CC=CC=C1 (pyridine). Yields the product C(C(=C)C)(=O)OCCCCCCCCCCC1=C(C=CC(=C1)CCCCCCC)O (2-(10-methacryloyloxydecyl)-4-heptylphenol). RXN SMILES: [OH:1][CH2:2][CH2:3][CH2:4][CH2:5][CH2:6][CH2:7][CH2:8][CH2:9][CH2:10][CH2:11][C:12]1[CH:17]=[C:16]([CH2:18][CH2:19][CH2:20][CH2:21][CH2:22][CH2:23][CH3:24])[CH:15]=[CH:14][C:13]=1[OH:25].[C:26](Cl)(=[O:30])[C:27]([CH3:29])=[CH2:28]>N1C=CC=CC=1>[C:26]([O:1][CH2:2][CH2:3][CH2:4][CH2:5][CH2:6][CH2:7][CH2:8][CH2:9][CH2:10][CH2:11][C:12]1[CH:17]=[C:16]([CH2:18][CH2:19][CH2:20][CH2:21][CH2:22][CH2:23][CH3:24])[CH:15]=[CH:14][C:13]=1[OH:25])(=[O:30])[C:27]([CH3:29])=[CH2:28]. Reported procedure: 2-(10-Hydroxydecyl)-4-heptylphenol (0.1 mol) prepared according to Example 3a is reacted with methacryloyl chloride (0.1 mol) in 300 ml of pyridine at 5° C. to give 2-(10-methacryloyloxydecyl)-4-heptylphenol. Yields the product C(C)(C)(C)C=1N=C(C2=C(N1)N(N=N2)CC2=C(C=CC=C2)Cl)N2C[C@H](O[C@H](C2)C)C (5-tert-Butyl-3-(2-chloro-benzyl)-7-((2R,6S)-2,6-dimethyl-morpholin-4-yl)-3H-[1,2,3]triazolo[4,5-d]pyrimidine), solid. RXN SMILES: C(C1N=C(N2CCOCC2)C2N=NN(CC3C=CC=CC=3Cl)C=2N=1)(C)(C)C.[C:28]([C:32]1[N:33]=[C:34](Cl)[C:35]2[N:40]=[N:39][N:38]([CH2:41][C:42]3[CH:47]=[CH:46][CH:45]=[CH:44][C:43]=3[Cl:48])[C:36]=2[N:37]=1)([CH3:31])([CH3:30])[CH3:29].[CH3:50][C@@H:51]1[O:56][C@H:55]([CH3:57])[CH2:54][NH:53][CH2:52]1>>[C:28]([C:32]1[N:33]=[C:34]([N:53]2[CH2:52][C@H:51]([CH3:50])[O:56][C@H:55]([CH3:57])[CH2:54]2)[C:35]2[N:40]=[N:39][N:38]([CH2:41][C:42]3[CH:47]=[CH:46][CH:45]=[CH:44][C:43]=3[Cl:48])[C:36]=2[N:37]=1)([CH3:31])([CH3:30])[CH3:29]. The yield is 67.0%. The reactants are C(C)(C)(C)C=1N=C(C2=C(N1)N(N=N2)CC2=C(C=CC=C2)Cl)N2CCOCC2 (5-tert-Butyl-3-(2-chloro-benzyl)-7-morpholin-4-yl-3H-[1,2,3]triazolo[4,5-d]pyrimidine), C(C)(C)(C)C=1N=C(C2=C(N1)N(N=N2)CC2=C(C=CC=C2)Cl)Cl (5-tert-butyl-7-chloro-3-(2-chlorobenzyl)-3H-[1,2,3]triazolo[4,5-d]pyrimidine), C[C@H]1CNC[C@H](O1)C ((2S,6R)-2,6-dimethylmorpholine). Reported procedure: In analogy to the procedure described for the synthesis of 5-tert-butyl-3-(2-chloro-benzyl)-7-morpholin-4-yl-3H-[1,2,3]triazolo[4,5-d]pyrimidine (example 1, step c), the title compound was prepared from 5-tert-butyl-7-chloro-3-(2-chlorobenzyl)-3H-[1,2,3]triazolo[4,5-d]pyrimidine and (2S,6R)-2,6-dimethylmorpholine and isolated as white solid (13.1 mg, 67%). MS (m/e): 415.5 (MH+).